Task: describe an organic reaction: reactants, conditions, products, and yield. Dataset: the Open Reaction Database (ORD), a public repository of structured organic reaction records Reactants: C(C=CC1=CC=CC=C1)(=O)Cl (cinnamoyl chloride), O[C@H]1[C@H](C(OC=2C1=C1N(C3=CC=C4C(=C3C(C1=C(C2)OC)=O)C=CC=C4)C)(C)C)O ((±)-Cis-1,2-Dihydroxy-6-methoxy-3,3,14-trimethyl-1,2,3,14-tetrahydro-7H-benzo[a]pyrano[3,2-h]acridin-7-one). Run in N1=CC=CC=C1 (pyridine). Run at temperature 0 celsius, time 90 minute. Product: C1(=CC=CC=C1)/C=C/C(=O)OC1C(C2=C3N(C4=CC=C5C(=C4C(C3=C(C=C2OC1(C)C)OC)=O)C=CC=C5)C)O (1-Hydroxy-6-methoxy-3,3,14-trimethyl-7-oxo-2,3,7,14-tetrahydro-1H-benzo[α]pyrano[3,2-h]acridin-2-yl(2E)-3-phenyl-2-propenoate). Reaction SMILES: [C:1](Cl)(=[O:10])[CH:2]=[CH:3][C:4]1[CH:9]=[CH:8][CH:7]=[CH:6][CH:5]=1.[OH:12][C@@H:13]1[C:18]2=[C:19]3[C:28](=[C:29]([O:31][CH3:32])[CH:30]=[C:17]2[O:16][C:15]([CH3:40])([CH3:39])[C@@H:14]1[OH:41])[C:27](=[O:33])[C:26]1[C:21](=[CH:22][CH:23]=[C:24]2[CH:37]=[CH:36][CH:35]=[CH:34][C:25]2=1)[N:20]3[CH3:38]>N1C=CC=CC=1>[C:4]1(/[CH:3]=[CH:2]/[C:1]([O:41][CH:14]2[C:15]([CH3:39])([CH3:40])[O:16][C:17]3[C:18](=[C:19]4[C:28](=[C:29]([O:31][CH3:32])[CH:30]=3)[C:27](=[O:33])[C:26]3[C:21](=[CH:22][CH:23]=[C:24]5[CH:37]=[CH:36][CH:35]=[CH:34][C:25]5=3)[N:20]4[CH3:38])[CH:13]2[OH:12])=[O:10])[CH:9]=[CH:8][CH:7]=[CH:6][CH:5]=1. Reported procedure: 1.33 mmol of cinnamoyl chloride are added to a previously cooled solution of 0.30 mmol of the compound of Example 4 in 4 ml of pyridine. After stirring at 0° C. for 90 minutes, the reaction mixture is evaporated under reduced pressure. Chromatography over silica gel (cyclohexane, and then cyclohexane/acetone: 94/6 to 90/10) allows the expected product to be isolated.